This data is from the Open Reaction Database (ORD), a public repository of structured organic reaction records. The task is: describe an organic reaction: reactants, conditions, products, and yield The reactants are O (H2O), NC(C)(C)C1=CC=C(C=C1)C=1C(=C(C=CC1)F)C(=O)OC (methyl 4′-(1-amino-1-methylethyl)-3-fluoro-1,1′-biphenyl-2-carboxylate), C(C)(C)(C)OC(=O)NC1(CC1)C(=O)O (1-[(tert-butoxycarbonyl)amino]cyclopropanecarboxylic acid), C=1C=CC2=C(C1)N=NN2O (HOBt), CCN=C=NCCCN(C)C (EDCI). Solvent: C(Cl)Cl (DCM). Conditions: time 8 hour. The product is C(C)(C)(C)OC(=O)NC1(CC1)C(=O)NC(C)(C)C1=CC=C(C=C1)C=1C(=C(C=CC1)F)C(=O)OC (methyl 4′-{1-[({1-[(tert-butoxycarbonyl)amino]cyclopropyl}carbonyl)amino]-1-methylethyl}-3-fluoro-1,1′-biphenyl-2-carboxylate). Yield: 62.2%. As a reaction SMILES: [NH2:1][C:2]([C:5]1[CH:10]=[CH:9][C:8]([C:11]2[C:12]([C:18]([O:20][CH3:21])=[O:19])=[C:13]([F:17])[CH:14]=[CH:15][CH:16]=2)=[CH:7][CH:6]=1)([CH3:4])[CH3:3].[C:22]([O:26][C:27]([NH:29][C:30]1([C:33](O)=[O:34])[CH2:32][CH2:31]1)=[O:28])([CH3:25])([CH3:24])[CH3:23].C1C=CC2N(O)N=NC=2C=1.O.CCN=C=NCCCN(C)C>C(Cl)Cl>[C:22]([O:26][C:27]([NH:29][C:30]1([C:33]([NH:1][C:2]([C:5]2[CH:10]=[CH:9][C:8]([C:11]3[C:12]([C:18]([O:20][CH3:21])=[O:19])=[C:13]([F:17])[CH:14]=[CH:15][CH:16]=3)=[CH:7][CH:6]=2)([CH3:4])[CH3:3])=[O:34])[CH2:32][CH2:31]1)=[O:28])([CH3:25])([CH3:24])[CH3:23]. Reported procedure: The above-mentioned amine (80 mg, 0.28 mmol), was dissolved in anhydrous DCM (4 mL). To this stirred solution was added 1-[(tert-butoxycarbonyl)amino]cyclopropanecarboxylic acid (67 mg, 0.33 mmol), HOBt.H2O (8 mg, 0.08 mmol) and lastly EDCI (69 g, 0.36 mmol). This mixture was allowed to stir overnight. Solvent was then removed under reduced pressure and the residue was subjected to silica gel chromatography eluting with a 1-3% MeOH in DCM gradient to provide methyl 4′-{1-[({1-[(tert-butoxycarbon... Starting materials: FC1=C(OC=2C=C(C=CC2)NCC=2C=NC=CC2)C=CC=C1 (N-(3-(2-fluorophenoxy)phenyl)pyridin-3-ylmethylamine), FC(CS(=O)(=O)Cl)(F)F (2,2,2-trifluoroethanesulfonyl chloride). Procedure: Using the method of Example 342 using N-(3-(2-fluorophenoxy)phenyl)pyridin-3-ylmethylamine and 2,2,2-trifluoroethanesulfonyl chloride and purifying via radial chromatography eluting with 40:60 to 50:50 THF/hexanes gave the title compound. Anal Calcd for C20H16F4N2O3S: C, 54.54; H, 3.66; N, 6.36. Found: C, 54.23; H, 3.40; N, 6.31. MS found 441.2 [M+H]+ Yields the product FC1=C(OC=2C=C(C=CC2)N(S(=O)(=O)CC(F)(F)F)CC=2C=NC=CC2)C=CC=C1 (N-(3-(2-Fluorophenoxy)phenyl)-N-(2,2,2-trifluorethanesulfonyl)pyrid-3-ylmethylamine). RXN SMILES: [F:1][C:2]1[CH:22]=[CH:21][CH:20]=[CH:19][C:3]=1[O:4][C:5]1[CH:6]=[C:7]([NH:11][CH2:12][C:13]2[CH:14]=[N:15][CH:16]=[CH:17][CH:18]=2)[CH:8]=[CH:9][CH:10]=1.[F:23][C:24]([F:31])([F:30])[CH2:25][S:26](Cl)(=[O:28])=[O:27]>>[F:1][C:2]1[CH:22]=[CH:21][CH:20]=[CH:19][C:3]=1[O:4][C:5]1[CH:6]=[C:7]([N:11]([CH2:12][C:13]2[CH:14]=[N:15][CH:16]=[CH:17][CH:18]=2)[S:26]([CH2:25][C:24]([F:31])([F:30])[F:23])(=[O:28])=[O:27])[CH:8]=[CH:9][CH:10]=1. Reactants: R-(−) glycidyl butyrate, CO (MeOH), C(CCC)[Li] (n-Butyl lithium), C(C)(C)(C)O (t-butanol), C(C)OC(=O)NC1=CC=C(C(=O)C=2N(C=CC2)COCC[Si](C)(C)C)C=C1 (2-(4-ethoxycarbonylaminobenzoyl)-1-(2-trimethylsilylethoxymethyl)pyrrole). Solvent: C1CCOC1 (THF), C1CCOC1 (THF). Reaction conditions: time 20 minute. Product: OC[C@H]1CN(C(O1)=O)C1=CC=C(C=C1)C(=O)C=1N(C=CC1)COCC[Si](C)(C)C (5(R)-hydroxymethyl-N-(4-[1-(2-trimethylsilylethoxymethyl)pyrrol-2-ylcarbonyl]phenyl)oxazolidin-2-one). RXN SMILES: C([Li])CCC.C(O)(C)(C)C.[CH2:11]([O:13][C:14]([NH:16][C:17]1[CH:37]=[CH:36][C:20]([C:21]([C:23]2[N:24]([CH2:28][O:29][CH2:30][CH2:31][Si:32]([CH3:35])([CH3:34])[CH3:33])[CH:25]=[CH:26][CH:27]=2)=[O:22])=[CH:19][CH:18]=1)=[O:15])[CH3:12].[CH3:38][OH:39]>C1COCC1>[OH:39][CH2:38][C@@H:11]1[O:13][C:14](=[O:15])[N:16]([C:17]2[CH:37]=[CH:36][C:20]([C:21]([C:23]3[N:24]([CH2:28][O:29][CH2:30][CH2:31][Si:32]([CH3:35])([CH3:34])[CH3:33])[CH:25]=[CH:26][CH:27]=3)=[O:22])=[CH:19][CH:18]=2)[CH2:12]1. Procedure: n-Butyl lithium (4.6 ml. of 1.6 M solution in THF, 7.36 mM) was added to a stirred solution of t-butanol (0.505 g) in dry THF at −20° C. under nitrogen and the mixture stirred for 20 minutes. The temperature was lowered to −60° C. and 2-(4-ethoxycarbonylaminobenzoyl)-1-(2-trimethylsilylethoxymethyl)pyrrole (2.2 g. 5.67 mM) added over 15 minutes. The mixture was stirred for 50 minutes and a solution of R-(−) glycidyl butyrate (0.9 g. 6.25 mM) in dry THF (5 ml) added. The mixture was allowed to wa... Reactants: CN1N(C(C(=C1C)C(=O)NC1=C(C(=C(OC2=CC(=NC=C2)C(=O)N)C=C1)F)F)=O)C1=CC=CC=C1 (4-(4-(1,5-dimethyl-3-oxo-2-phenyl-2,3-dihydro-1H-pyrazole-4-carboxamido)-2,3-difluorophenoxy)picolinamide), CC#N (CH3CN), C(C)(=O)O.C(C)(=O)O.IC1=CC=CC=C1 (iodobenzene diacetate). The solvent is CCOC(=O)C (EtOAc), O (H2O). Run at temperature 0 celsius, time 30 minute. The product is NC1=NC=CC(=C1)OC1=C(C(=C(C=C1)NC(=O)C=1C(N(N(C1C)C)C1=CC=CC=C1)=O)F)F (N-(4-((2-aminopyridin-4-yl)oxy)-2,3-difluorophenyl)-1,5-dimethyl-3-oxo-2-phenyl-2,3-dihydro-1H-pyrazole-4-carboxamide). Yield: 32.3%. Reaction SMILES: [CH3:1][N:2]1[C:6]([CH3:7])=[C:5]([C:8]([NH:10][C:11]2[CH:26]=[CH:25][C:14]([O:15][C:16]3[CH:21]=[CH:20][N:19]=[C:18](C(N)=O)[CH:17]=3)=[C:13]([F:27])[C:12]=2[F:28])=[O:9])[C:4](=[O:29])[N:3]1[C:30]1[CH:35]=[CH:34][CH:33]=[CH:32][CH:31]=1.C(O)(=O)C.C(O)(=O)C.IC1C=CC=CC=1.CC#[N:53]>CCOC(C)=O.O>[NH2:53][C:18]1[CH:17]=[C:16]([O:15][C:14]2[CH:25]=[CH:26][C:11]([NH:10][C:8]([C:5]3[C:4](=[O:29])[N:3]([C:30]4[CH:31]=[CH:32][CH:33]=[CH:34][CH:35]=4)[N:2]([CH3:1])[C:6]=3[CH3:7])=[O:9])=[C:12]([F:28])[C:13]=2[F:27])[CH:21]=[CH:20][N:19]=1 |f:1.2.3|. Procedure: To a suspension of 4-(4-(1,5-dimethyl-3-oxo-2-phenyl-2,3-dihydro-1H-pyrazole-4-carboxamido)-2,3-difluorophenoxy)picolinamide (108 mg, 0.22 mmol) in EtOAc (2.5 mL), CH3CN (2.5 mL) and H2O (1.5 mL) was added iodobenzene diacetate (96 mg, 0.30 mmol) at 0° C. The reaction was stirred at 0° C. for 30 minutes, then warmed up to rt and continued to stir for 4 hours. The mixture was concentrated in vacuo, and the residue was purified by a silica gel column chromatography (EtOAc/CH3OH (v/v)=10/1) to give... The reactants are C1COC(CN2C(=NNC2=S)CC2=CC=CC=C2)(C)O1 (1-(3-benzyl-1,5-dihydro-5-thioxo-4H-1,2,4-triazol-4-yl)-2-propanone ethylenacetal), Cl (hydrochloric acid). Solvent: C(C)O (ethanol). Yields the product C(C1=CC=CC=C1)C1=NNC(N1CC(C)=O)=S (1-(3-benzyl-1,5-dihydro-5-thioxo-4H-1,2,4-triazol-4-yl)-2-propanone). RXN SMILES: C1O[C:4]([CH3:19])([CH2:5][N:6]2[C:10](=[S:11])[NH:9][N:8]=[C:7]2[CH2:12][C:13]2[CH:18]=[CH:17][CH:16]=[CH:15][CH:14]=2)[O:3]C1.Cl>C(O)C>[CH2:12]([C:7]1[N:6]([CH2:5][C:4](=[O:3])[CH3:19])[C:10](=[S:11])[NH:9][N:8]=1)[C:13]1[CH:18]=[CH:17][CH:16]=[CH:15][CH:14]=1. Reported procedure: To 10 ml of ethanol was added 1.1 g of the 1-(3-benzyl-1,5-dihydro-5-thioxo-4H-1,2,4-triazol-4-yl)-2-propanone ethylenacetal obtained in Reference Example 5, followed by addition of 5.0 ml of 2N-hydrochloric acid. The mixture was refluxed for 40 minutes and, then, concentrated to half the original volume. To the concentrate was added water and the resultant precipitate was recovered by filtration. This procedure provided 1-(3-benzyl-1,5-dihydro-5-thioxo-4H-1,2,4-triazol-4-yl)-2-propanone as crys...